Dataset: the Open Reaction Database (ORD), a public repository of structured organic reaction records. Task: describe an organic reaction: reactants, conditions, products, and yield The reactants are ClC1=CC=C(C=C1)C1=NC=2N(C(=C1)C1CC1)N=CC2C(=O)O (5-(4-chloro-phenyl)-7-cyclopropyl-pyrazolo[1,5-a]pyrimidine-3-carboxylic acid), NC=1C=C(C=CC1)S(=O)(=O)N (3-amino-benzenesulfonamide). Yields the product S(N)(=O)(=O)C=1C=C(C=CC1)NC(=O)C=1C=NN2C1N=C(C=C2C2CC2)C2=CC=C(C=C2)Cl (5-(4-Chloro-phenyl)-7-cyclopropyl-pyrazolo[1,5-a]pyrimidine-3-carboxylic acid(3-sulfamoyl-phenyl)-amide). As a reaction SMILES: [Cl:1][C:2]1[CH:7]=[CH:6][C:5]([C:8]2[CH:13]=[C:12]([CH:14]3[CH2:16][CH2:15]3)[N:11]3[N:17]=[CH:18][C:19]([C:20]([OH:22])=O)=[C:10]3[N:9]=2)=[CH:4][CH:3]=1.[NH2:23][C:24]1[CH:25]=[C:26]([S:30]([NH2:33])(=[O:32])=[O:31])[CH:27]=[CH:28][CH:29]=1>>[S:30]([C:26]1[CH:25]=[C:24]([NH:23][C:20]([C:19]2[CH:18]=[N:17][N:11]3[C:12]([CH:14]4[CH2:16][CH2:15]4)=[CH:13][C:8]([C:5]4[CH:6]=[CH:7][C:2]([Cl:1])=[CH:3][CH:4]=4)=[N:9][C:10]=23)=[O:22])[CH:29]=[CH:28][CH:27]=1)(=[O:31])(=[O:32])[NH2:33]. Procedure details: The title compound was prepared from 5-(4-chloro-phenyl)-7-cyclopropyl-pyrazolo[1,5-a]pyrimidine-3-carboxylic acid (example C.28) and 3-amino-benzenesulfonamide according to general procedure II. Pale-yellow solid. MS (ISP) 468.5 [(M+H)+]. Reactants: C(C1=CC=CC=C1)OC(NC1=CC(=C(C=C1)Br)F)=O ((4-bromo-3-fluoro-phenyl)-carbamic acid benzyl ester), C(C=C)(=O)OCC (ethyl acrylate), CCN(C(C)C)C(C)C (DIPEA), C1(=CC=CC=C1)P(C1=CC=CC=C1)C1=CC=CC=C1 (triphenylphosphine). The reagents and catalysts are C(C)(=O)[O-].[Pd+2].C(C)(=O)[O-] (palladium acetate). The solvent is CN(C)C=O (DMF). Run at temperature 130 celsius, time 48 hour. Product: C(C)OC(C=CC1=C(C=C(C=C1)NC(=O)OCC1=CC=CC=C1)F)=O (3-(4-Benzyloxycarbonylamino-2-fluoro-phenyl)-acrylic Acid Ethyl Ester). Reaction SMILES: [CH2:1]([O:8][C:9](=[O:19])[NH:10][C:11]1[CH:16]=[CH:15][C:14](Br)=[C:13]([F:18])[CH:12]=1)[C:2]1[CH:7]=[CH:6][CH:5]=[CH:4][CH:3]=1.[C:20]([O:24][CH2:25][CH3:26])(=[O:23])[CH:21]=[CH2:22].CCN(C(C)C)C(C)C.C1(P(C2C=CC=CC=2)C2C=CC=CC=2)C=CC=CC=1>CN(C=O)C.C([O-])(=O)C.[Pd+2].C([O-])(=O)C>[CH2:25]([O:24][C:20](=[O:23])[CH:21]=[CH:22][C:14]1[CH:15]=[CH:16][C:11]([NH:10][C:9]([O:8][CH2:1][C:2]2[CH:7]=[CH:6][CH:5]=[CH:4][CH:3]=2)=[O:19])=[CH:12][C:13]=1[F:18])[CH3:26] |f:5.6.7|. Procedure: A suspension of 9.72 g (4-bromo-3-fluoro-phenyl)-carbamic acid benzyl ester (30 mmol), 6 g ethyl acrylate (60 mmol), 10.2 ml DIPEA (60 mmol), 112 mg palladium acetate (3 mmol), and 1.57 g triphenylphosphine (6 mmol) in 10 ml DMF were stirred at 130° C. for 48 h. The reaction was monitored by TLC. The DMF was evaporated, the residue dissolved in dichloromethane, washed with water and brine, dried over Mg sulfate, filtered and the filtrate evaporated. The residue was purified by chromatography, us... The reactants are OCC1CCC(N1)=O (5-hydroxymethyl-2-pyrrolidone), CC(=O)C (acetone), C1(=CC=C(C=C1)S(=O)(=O)O)C (p-toluenesulfonic acid), O (water). Run in C1=CC=CC=C1 (benzene). Product: CC1(OC[C@@H]2N1C(CC2)=O)C ((R)-tetrahydro-3,3-dimethyl-3H,5H-pyrrolo[1,2-c]oxazol-5-one). Reaction SMILES: [OH:1][CH2:2][CH:3]1[NH:7][C:6](=[O:8])[CH2:5][CH2:4]1.[CH3:9][C:10]([CH3:12])=O.C1(C)C=CC(S(O)(=O)=O)=CC=1.O>C1C=CC=CC=1>[CH3:9][C:10]1([CH3:12])[N:7]2[C:6](=[O:8])[CH2:5][CH2:4][C@@H:3]2[CH2:2][O:1]1. Procedure details: A mixture of 5-hydroxymethyl-2-pyrrolidone (0.4 g), acetone (5 ml) and p-toluenesulfonic acid (ca. 10 mg) was refluxed in 20 ml of benzene for 20 hours with a Dean-Stark water separator. After working up the reaction mixture, distillation (boiling point 70°-75° C. at 0.5 mm of Hg) yielded 0.2 g or (R)-tetrahydro-3,3-dimethyl-3H,5H-pyrrolo[1,2-c]oxazol-5-one as an oil. The reactants are C(CCCCCCCCCCCO)O (1,12-dodecanediol), Br (hydrobromic acid). The product is BrCCCCCCCCCCCCO (12-Bromododecanol). The solvent is C1(=CC=CC=C1)C (toluene). Procedure details: To 30.25 g of 1,12-dodecanediol were added 350 ml of toluene and 52 ml of 48% hydrobromic acid and the mixture was heated under reflux under azeotropic condition for 2 hours. The reaction solution was cooled and the starting material precipitated out was filtered off. The filtrate was distilled and recrystallized from hexane to afford 30.2 g of the title compound as a crystal. As a reaction SMILES: [CH2:1](O)[CH2:2][CH2:3][CH2:4][CH2:5][CH2:6][CH2:7][CH2:8][CH2:9][CH2:10][CH2:11][CH2:12][OH:13].[BrH:15]>C1(C)C=CC=CC=1>[Br:15][CH2:1][CH2:2][CH2:3][CH2:4][CH2:5][CH2:6][CH2:7][CH2:8][CH2:9][CH2:10][CH2:11][CH2:12][OH:13]. The reactants are O=C(C=1C=NC=C(Br)C1)C, [Zn].O=S(O)CC(F)(F)F. The reagents and catalysts are OOC(C)(C)C. The solvent is O, FC=1C(F)=C(F)C(=C(F)C1F)C(F)(F)F. Reaction conditions: temperature 50 celsius, time 18 hour. Yields the product O=C(C=1C=NC=C(Br)C1CC(F)(F)F)C, O=C(C1=CN=C(C(Br)=C1)CC(F)(F)F)C. Yield: 14.0%.